From a dataset of the Open Reaction Database (ORD), a public repository of structured organic reaction records. describe an organic reaction: reactants, conditions, products, and yield Reactants: O1COC2=C1C=CC(=C2)C2C(C(CC(C2C(=O)OCC)(C)O)=O)C(=O)OCC (Diethyl 2-(1,3-benzodioxol-5-yl)-4-hydroxy-4-methyl-6-oxocyclohexane-1,3-dicarboxylate), [OH-].[Na+] (NaOH). Solvent: C(C)O (ethanol). Product: O1COC2=C1C=CC(=C2)C(CC(=O)O)CC(=O)O (3-(1,3-benzodioxol-5-yl)pentanedioic acid). RXN SMILES: [O:1]1[C:5]2[CH:6]=[CH:7][C:8]([CH:10]3[CH:15]([C:16]([O:18]CC)=[O:17])C(O)(C)CC(=O)[CH:11]3[C:24]([O:26]CC)=[O:25])=[CH:9][C:4]=2[O:3][CH2:2]1.[OH-].[Na+]>C(O)C>[O:1]1[C:5]2[CH:6]=[CH:7][C:8]([CH:10]([CH2:11][C:24]([OH:26])=[O:25])[CH2:15][C:16]([OH:18])=[O:17])=[CH:9][C:4]=2[O:3][CH2:2]1 |f:1.2|. Procedure: Diethyl 2-(1,3-benzodioxol-5-yl)-4-hydroxy-4-methyl-6-oxocyclohexane-1,3-dicarboxylate (19 g) was suspended in ethanol (140 ml) and an aqueous solution of NaOH (50%, 270 ml). The mixture was heated at reflux for one hour. After the mixture was cooled to room temperature, the ethanol was removed under reduced pressure. Then, concentrated HCl was added until pH 1 was achieved while maintaining the temperature below 50° C. The mixture was filtered. The solid was washed with ether. The two layers we...